This data is from the Open Reaction Database (ORD), a public repository of structured organic reaction records. The task is: describe an organic reaction: reactants, conditions, products, and yield Starting materials: BrC1=CC=2C3=C(C=NC2C=C1)N(C(N3C=3C(=NN(C3)C)C)=O)C (8-bromo-1-(1,3-dimethyl-1H-pyrazol-4-yl)-3-methyl-1,3-dihydro-imidazo[4,5-c]quinolin-2-one), BrC1=CC=2C3=C(C=NC2C=C1)N(C(N3C=3C(=NN(C3)C)C)=O)C (8-bromo-1-(1,3-dimethyl-1H-pyrazol-4-yl)-3-methyl-1,3-dihydro-imidazo[4,5-c]quinolin-2-one), N1(N=CC=C1)C1=NC=C(C=C1)B1OC(C(O1)(C)C)(C)C (2-pyrazol-1-yl-5-(4,4,5,5-tetramethyl-[1,3,2]dioxaborolan-2-yl)-pyridine). Product: CN1N=C(C(=C1)N1C(N(C=2C=NC=3C=CC(=CC3C21)C=2C=NC(=CC2)N2N=CC=C2)C)=O)C (1-(1,3-Dimethyl-1H-pyrazol-4-yl)-3-methyl-8-(6-pyrazol-1-yl-pyridin-3-yl)-1,3-dihydro-imidazo[4,5-c]quinolin-2-one). Reaction SMILES: Br[C:2]1[CH:11]=[CH:10][C:9]2[N:8]=[CH:7][C:6]3[N:12]([CH3:23])[C:13](=[O:22])[N:14]([C:15]4[C:16]([CH3:21])=[N:17][N:18]([CH3:20])[CH:19]=4)[C:5]=3[C:4]=2[CH:3]=1.[N:24]1([C:29]2[CH:34]=[CH:33][C:32](B3OC(C)(C)C(C)(C)O3)=[CH:31][N:30]=2)[CH:28]=[CH:27][CH:26]=[N:25]1>>[CH3:20][N:18]1[CH:19]=[C:15]([N:14]2[C:5]3[C:4]4[CH:3]=[C:2]([C:32]5[CH:31]=[N:30][C:29]([N:24]6[CH:28]=[CH:27][CH:26]=[N:25]6)=[CH:34][CH:33]=5)[CH:11]=[CH:10][C:9]=4[N:8]=[CH:7][C:6]=3[N:12]([CH3:23])[C:13]2=[O:22])[C:16]([CH3:21])=[N:17]1. Procedure details: The title compound was synthesized in a similar manner as described for Example 1.1 using 8-bromo-1-(1,3-dimethyl-1H-pyrazol-4-yl)-3-methyl-1,3-dihydro-imidazo[4,5-c]quinolin-2-one (Intermediate A) and 2-pyrazol-1-yl-5-(4,4,5,5-tetramethyl-[1,3,2]dioxaborolan-2-yl)-pyridine (Stage 79.1.1) to give the title compound as a white solid. (HPLC: tR 2.64 min (Method A); M+H=437 MS-ES; 1H-NMR (d6-DMSO, 400 MHz) 9.00 (s, 1H), 8.68-8.66 (m, 1H), 8.59-8.57 (m, 1H), 8.16-8.12 (m, 2H), 8.10-7.98 (m, 3H), 7.8... The reactants are CCO, [F-], CCOC(=O)c1cn(-c2ccc(F)cc2)c2cc(C#C[Si](C)(C)C)ccc2c1=O, [K+]. Product: C#Cc1ccc2c(=O)c(C(=O)OCC)cn(-c3ccc(F)cc3)c2c1. Reaction SMILES: [CH3:32][CH2:33][OH:34].[F-:30].[F:1][c:2]1[cH:3][cH:4][c:5](-[n:8]2[cH:9][c:10]([C:25](=[O:26])[O:27][CH2:28][CH3:29])[c:11](=[O:24])[c:12]3[cH:13][cH:14][c:15]([C:18]#[C:19][Si:20]([CH3:21])([CH3:22])[CH3:23])[cH:16][c:17]23)[cH:6][cH:7]1.[K+:31]>>[F:1][c:2]1[cH:3][cH:4][c:5](-[n:8]2[cH:9][c:10]([C:25](=[O:26])[O:27][CH2:28][CH3:29])[c:11](=[O:24])[c:12]3[cH:13][cH:14][c:15]([C:18]#[CH:19])[cH:16][c:17]23)[cH:6][cH:7]1. Conditions: temperature 100 celsius, time 18 hour. Reagents/catalysts: C=1C=CC(=CC1)[P](C=2C=CC=CC2)(C=3C=CC=CC3)[Pd]([P](C=4C=CC=CC4)(C=5C=CC=CC5)C=6C=CC=CC6)([P](C=7C=CC=CC7)(C=8C=CC=CC8)C=9C=CC=CC9)[P](C=1C=CC=CC1)(C=1C=CC=CC1)C=1C=CC=CC1 (tetrakis(triphenylphosphine)palladium). Reactants: BrC1=C(C=C(N)C=C1C(F)(F)F)Cl (4-bromo-3-chloro-5-(trifluoromethyl)aniline), CS(=O)(=O)NC=1C=C(C=CC1)B(O)O (3-(methylsulfonamido)phenylboronic acid), solution, C([O-])([O-])=O.[Na+].[Na+] (sodium carbonate), O (water). Reaction SMILES: Br[C:2]1[C:8]([C:9]([F:12])([F:11])[F:10])=[CH:7][C:5]([NH2:6])=[CH:4][C:3]=1[Cl:13].[CH3:14][S:15]([NH:18][C:19]1[CH:20]=[C:21](B(O)O)[CH:22]=[CH:23][CH:24]=1)(=[O:17])=[O:16].C(=O)([O-])[O-].[Na+].[Na+].O>C1C=CC([P]([Pd]([P](C2C=CC=CC=2)(C2C=CC=CC=2)C2C=CC=CC=2)([P](C2C=CC=CC=2)(C2C=CC=CC=2)C2C=CC=CC=2)[P](C2C=CC=CC=2)(C2C=CC=CC=2)C2C=CC=CC=2)(C2C=CC=CC=2)C2C=CC=CC=2)=CC=1>[NH2:6][C:5]1[CH:7]=[C:8]([C:9]([F:12])([F:11])[F:10])[C:2]([C:23]2[CH:22]=[CH:21][CH:20]=[C:19]([NH:18][S:15]([CH3:14])(=[O:16])=[O:17])[CH:24]=2)=[C:3]([Cl:13])[CH:4]=1 |f:2.3.4,^1:38,40,59,78|. The yield is 75.3%. Yields the product NC1=CC(=C(C(=C1)C(F)(F)F)C1=CC(=CC=C1)NS(=O)(=O)C)Cl (N-(4′-amino-2′-chloro-6′-(trifluoromethyl)biphenyl-3-yl)methanesulfonamide). Reported procedure: A mixture of 4-bromo-3-chloro-5-(trifluoromethyl)aniline (573 mg, 2.09 mmol, Eq: 1.00), 3-(methylsulfonamido)phenylboronic acid (529 mg, 2.46 mmol, Eq: 1.18) and tetrakis(triphenylphosphine)palladium (0) (211 mg, 183 μmol, Eq: 0.0875) was degassed (vacuum/nitrogen cycles) then degassed dioxane (6.87 ml) (nitrogen bubbling with sonication) and a degassed (nitrogen bubbling with sonication) 2M solution of sodium carbonate in water (1.83 ml, 3.66 mmol, Eq: 1.75) were added. The mixture was stirred ...